From a dataset of the Open Reaction Database (ORD), a public repository of structured organic reaction records. describe an organic reaction: reactants, conditions, products, and yield The product is N(C(=S)N)N1C(=CC=C1)C(=O)N (1-thioureido-1H-pyrrole-2-carboxamide). Reaction SMILES: C([NH:9][C:10](=[S:20])[NH:11][N:12]1[CH:16]=[CH:15][CH:14]=[C:13]1[C:17]([NH2:19])=[O:18])(=O)C1C=CC=CC=1.C([O-])([O-])=O.[K+].[K+].CO.C(O)(=O)C>O.CC(C)=O>[NH:11]([N:12]1[CH:16]=[CH:15][CH:14]=[C:13]1[C:17]([NH2:19])=[O:18])[C:10]([NH2:9])=[S:20] |f:1.2.3|. Reactants: CO (Methyl alcohol), C(C)(=O)O (acetic acid), C(C1=CC=CC=C1)(=O)NC(NN1C(=CC=C1)C(=O)N)=S (1-(3-benzoylthioureido)-1H-pyrrole-2-carboxamide), C(=O)([O-])[O-].[K+].[K+] (K2CO3). Procedure: Compound 1A (2.2 g, 7.6 mmol) was treated with a solution of K2CO3 (2.0 g, 14.8 mmol) in water (9 mL) at ambient temperature. Methyl alcohol (70 mL) and acetone (70 mL) were added and the mixture was heated to reflux for 18 hours. The reaction was cooled to ambient temperature and treated with acetic acid (2.0 mL, 35 mmol), and then concentrated to approximately 30 mL. The resulting suspension was cooled to 0° C. and the product was recovered by vacuum filtration to afford 1B (1.1 g, 79%). HPLC ... Yield: 78.6%. The solvent is CC(=O)C (acetone), O (water). Reactants: O (water), [H-].[Na+] (sodium hydride), ICCCC (iodobutane), BrC1=CC=C(OCCO)C=C1 (2-(4-bromophenoxy)-1-ethanol). The solvent is CN(C)C=O (DMF). Reaction conditions: time 2 hour. The product is BrC1=CC=C(C=C1)OCCOCCCC (1-bromo-4-(2-butoxyethoxy)benzene). Isolated yield 63.8%. Reaction SMILES: [Br:1][C:2]1[CH:11]=[CH:10][C:5]([O:6][CH2:7][CH2:8][OH:9])=[CH:4][CH:3]=1.[H-].[Na+].I[CH2:15][CH2:16][CH2:17][CH3:18].O>CN(C=O)C>[Br:1][C:2]1[CH:11]=[CH:10][C:5]([O:6][CH2:7][CH2:8][O:9][CH2:15][CH2:16][CH2:17][CH3:18])=[CH:4][CH:3]=1 |f:1.2|. Procedure details: In DMF (150 ml) was dissolved 2-(4-bromophenoxy)-1-ethanol (15.7 g). To the mixture was added under ice-cooling 65% sodium hydride (4.3 g),and the mixture was stirred at room temperature for 2 hours. To the mixture was added dropwise iodobutane (17.3 g), and the mixture was stirred for 2 hours. The reaction mixture was added to water, and the mixture was extracted with ethyl acetate, washed with saturated brine and dried with magnesium sulfate. Under reduced pressure, the solvent was evaporated,...